From a dataset of the Open Reaction Database (ORD), a public repository of structured organic reaction records. describe an organic reaction: reactants, conditions, products, and yield The reactants are ClC1=CC=C(C=C1)C(CCO)(CC)N1C=CC2=C(C=CC=C12)NS(=O)(=O)C (N-(1-(3-(4-chlorophenyl)-1-hydroxypentan-3-yl)-1H-indol-4-yl)methanesulfonamide), CCN(CC)S(F)(F)F (DAST). The solvent is C(Cl)Cl (DCM). Reaction conditions: time 1 hour. Yields the product ClC1=CC=C(C=C1)C(CCF)(CC)N1C=CC2=C(C=CC=C12)NS(=O)(=O)C (N-(1-(3-(4-Chlorophenyl)-1-fluoropentan-3-yl)-1H-indol-4-yl)methanesulfonamide). RXN SMILES: [Cl:1][C:2]1[CH:7]=[CH:6][C:5]([C:8]([N:14]2[C:22]3[C:17](=[C:18]([NH:23][S:24]([CH3:27])(=[O:26])=[O:25])[CH:19]=[CH:20][CH:21]=3)[CH:16]=[CH:15]2)([CH2:12][CH3:13])[CH2:9][CH2:10]O)=[CH:4][CH:3]=1.CCN(S(F)(F)[F:34])CC>C(Cl)Cl>[Cl:1][C:2]1[CH:7]=[CH:6][C:5]([C:8]([N:14]2[C:22]3[C:17](=[C:18]([NH:23][S:24]([CH3:27])(=[O:26])=[O:25])[CH:19]=[CH:20][CH:21]=3)[CH:16]=[CH:15]2)([CH2:12][CH3:13])[CH2:9][CH2:10][F:34])=[CH:4][CH:3]=1. Procedure: To a solution of N-(1-(3-(4-chlorophenyl)-1-hydroxypentan-3-yl)-1H-indol-4-yl)methanesulfonamide (20 mg, 0.05 mmol), as described in Example 40 Step I, in DCM (5 mL) was added DAST (16 mg, 0.1 mmol) at 0° C. The mixture was stirred for 1 h, then quenched with saturated aqueous ammonium chloride (5 mL) and extracted with ethyl acetate. The combined organics were washed with water (5 mL) and brine (5 mL), dried over MgSO4, filtered and concentrated. The resulting crude product was purified by Pre-... The reactants are COC(=O)C1=C(C=C(C=C1)N(C)C(=O)OC)S(=O)(=O)N (2-methoxycarbonyl-5-(N-methoxycarbonyl-N-methylamino)benzenesulfonamide), C(=O)(Cl)Cl (phosgene), S(=O)(Cl)Cl (thionyl chloride), N1=CC=CC=C1 (pyridine). As a reaction SMILES: [CH3:1][O:2][C:3]([C:5]1[CH:10]=[CH:9][C:8]([N:11]([C:13]([O:15][CH3:16])=[O:14])[CH3:12])=[CH:7][C:6]=1[S:17]([NH2:20])(=[O:19])=[O:18])=[O:4].S(Cl)(Cl)=O.N1C=CC=CC=1.[C:31](Cl)(Cl)=[O:32]>ClCCCl>[CH3:1][O:2][C:3]([C:5]1[CH:10]=[CH:9][C:8]([N:11]([C:13]([O:15][CH3:16])=[O:14])[CH3:12])=[CH:7][C:6]=1[S:17]([N:20]=[C:31]=[O:32])(=[O:19])=[O:18])=[O:4]. The product is COC(=O)C1=C(C=C(C=C1)N(C)C(=O)OC)S(=O)(=O)N=C=O (2-Methoxycarbonyl-5-(N-methoxycarbonyl-N-methylamino)benzenesulfonyl isocyanate). Conditions: time 5 hour. Procedure details: 5.0 g of 2-methoxycarbonyl-5-(N-methoxycarbonyl-N-methylamino)benzenesulfonamide are suspended in 17 ml of 1,2-dichloroethane. 4 ml of thionyl chloride are added and the reaction mixture is heated at boiling for 5 h. The reaction mixture is cooled to room temperature, 0.3 ml of pyridine is added, phosgene is passed into the reaction mixture, and the solution is heated at reflux for 4 h. The reaction mixture is concentrated to give 6.3 g of an oil which is employed directly in the subsequent reac... Solvent: ClCCCl (1,2-dichloroethane). Reactants: BrC1=CC=C(C=C1)C1=C(C(=NO1)C)NC=1OC(=NN1)C1=CC=CC=C1 ([5-(4-bromo-phenyl)-3-methyl-isoxazol-4-yl]-(5-phenyl-[1,3,4]oxadiazol-2-yl)-amine), C(C)OC(=O)C1(CC1)C1=CC=C(C=C1)B1OC(C(O1)(C)C)(C)C (1-[4-(4,4,5,5-tetramethyl-[1,3,2]dioxaborolan-2-yl)-phenyl]-cyclopropanecarboxylic acid ethyl ester). Product: C(C)OC(=O)C1(CC1)C1=CC=C(C=C1)C1=CC=C(C=C1)C1=C(C(=NO1)C)NC=1OC(=NN1)C1=CC=CC=C1 (1-{4′-[3-Methyl-4-(5-phenyl-[1,3,4]oxadiazol-2-ylamino)-isoxazol-5-yl]-biphenyl-4-yl}-cyclopropanecarboxylic acid ethyl ester). As a reaction SMILES: Br[C:2]1[CH:7]=[CH:6][C:5]([C:8]2[O:12][N:11]=[C:10]([CH3:13])[C:9]=2[NH:14][C:15]2[O:16][C:17]([C:20]3[CH:25]=[CH:24][CH:23]=[CH:22][CH:21]=3)=[N:18][N:19]=2)=[CH:4][CH:3]=1.[CH2:26]([O:28][C:29]([C:31]1([C:34]2[CH:39]=[CH:38][C:37](B3OC(C)(C)C(C)(C)O3)=[CH:36][CH:35]=2)[CH2:33][CH2:32]1)=[O:30])[CH3:27]>>[CH2:26]([O:28][C:29]([C:31]1([C:34]2[CH:39]=[CH:38][C:37]([C:2]3[CH:7]=[CH:6][C:5]([C:8]4[O:12][N:11]=[C:10]([CH3:13])[C:9]=4[NH:14][C:15]4[O:16][C:17]([C:20]5[CH:21]=[CH:22][CH:23]=[CH:24][CH:25]=5)=[N:18][N:19]=4)=[CH:4][CH:3]=3)=[CH:36][CH:35]=2)[CH2:32][CH2:33]1)=[O:30])[CH3:27]. Procedure: Prepared according to the procedure described in Example 42, Step 2, using [5-(4-bromo-phenyl)-3-methyl-isoxazol-4-yl]-(5-phenyl-[1,3,4]oxadiazol-2-yl)-amine and 1-[4-(4,4,5,5-tetramethyl-[1,3,2]dioxaborolan-2-yl)-phenyl]-cyclopropanecarboxylic acid ethyl ester.